From a dataset of the Open Reaction Database (ORD), a public repository of structured organic reaction records. describe an organic reaction: reactants, conditions, products, and yield The reactants are C(C)OC(CC1=CC(=C(C=C1)OC)OC1=C(C=C(C=C1)[N+](=O)[O-])CN(CC)C(=O)OCC1=CC=CC=C1)=O ((3-{2-[(Benzyloxycarbonyl-ethyl-amino)-methyl]-4-nitro-phenoxy}-4-methoxy-phenyl)-acetic acid ethyl ester), C (DARCO), CN(N)C (1,1-dimethylhydrazine), ferric chloride. Solvent: CCO (EtOH). Reaction conditions: temperature 65 celsius. Yields the product C(C)OC(CC1=CC(=C(C=C1)OC)OC1=C(C=C(C=C1)N)CN(CC)C(=O)OCC1=CC=CC=C1)=O ((3-{4-Amino-2-[(benzyloxycarbonyl-ethyl-amino)-methyl]-phenoxy}-4-methoxy-phenyl)-acetic acid ethyl ester). As a reaction SMILES: [CH2:1]([O:3][C:4](=[O:38])[CH2:5][C:6]1[CH:11]=[CH:10][C:9]([O:12][CH3:13])=[C:8]([O:14][C:15]2[CH:20]=[CH:19][C:18]([N+:21]([O-])=O)=[CH:17][C:16]=2[CH2:24][N:25]([C:28]([O:30][CH2:31][C:32]2[CH:37]=[CH:36][CH:35]=[CH:34][CH:33]=2)=[O:29])[CH2:26][CH3:27])[CH:7]=1)[CH3:2].CN(C)N.C>CCO>[CH2:1]([O:3][C:4](=[O:38])[CH2:5][C:6]1[CH:11]=[CH:10][C:9]([O:12][CH3:13])=[C:8]([O:14][C:15]2[CH:20]=[CH:19][C:18]([NH2:21])=[CH:17][C:16]=2[CH2:24][N:25]([C:28]([O:30][CH2:31][C:32]2[CH:37]=[CH:36][CH:35]=[CH:34][CH:33]=2)=[O:29])[CH2:26][CH3:27])[CH:7]=1)[CH3:2]. Procedure: (3-{2-[(Benzyloxycarbonyl-ethyl-amino)-methyl]-4-nitro-phenoxy}-4-methoxy-phenyl)-acetic acid ethyl ester (0.1 g, 0.19 mmol), 1,1-dimethylhydrazine (0.1 g, 1.3 mmol), ferric chloride (0.01 g), and DARCO (0.05 g) were combined in EtOH (5 mL), and the reaction was stirred at 65° C. until complete. The mixture was worked up to give the title compound.